Dataset: the Open Reaction Database (ORD), a public repository of structured organic reaction records. Task: describe an organic reaction: reactants, conditions, products, and yield The reactants are CC(=O)Nc1ccc(C(=O)CBr)cc1F, CC[SiH](CC)CC, O, O=C(O)C(F)(F)F. Yields the product CC(=O)Nc1ccc(CCBr)cc1F. As a reaction SMILES: [Br:8][CH2:9][C:10](=[O:11])[c:12]1[cH:13][c:14]([F:22])[c:15]([NH:18][C:19]([CH3:20])=[O:21])[cH:16][cH:17]1.[CH2:1]([SiH:2]([CH2:3][CH3:4])[CH2:5][CH3:6])[CH3:7].[OH2:23].[OH:24][C:25]([C:26]([F:27])([F:28])[F:29])=[O:30]>>[Br:8][CH2:9][CH2:10][c:12]1[cH:13][c:14]([F:22])[c:15]([NH:18][C:19]([CH3:20])=[O:21])[cH:16][cH:17]1.